From a dataset of the Open Reaction Database (ORD), a public repository of structured organic reaction records. describe an organic reaction: reactants, conditions, products, and yield Starting materials: C#CCCCC (hex-1-yne), C(CCC)[Li] (n-butyl lithium), CC(C)(C(C(C)N1C=NC=C1)=O)C (2,2-dimethyl-4-(1H-imidazol-1-yl)-pentan-3-one). Solvent: C1CCOC1 (THF), C1CCOC1 (THF). Reaction conditions: time 15 minute. Yields the product CC(C)(C(C#CCCCC)(O)C(C)N1C=NC=C1)C (2,2-dimethyl-3-(1-[1H-imidazol-1-yl]ethyl)non-4-yne-3-ol). Yield: 75.7%. As a reaction SMILES: [CH:1]#[C:2][CH2:3][CH2:4][CH2:5][CH3:6].C([Li])CCC.[CH3:12][C:13]([CH3:24])([C:15](=[O:23])[CH:16]([N:18]1[CH:22]=[CH:21][N:20]=[CH:19]1)[CH3:17])[CH3:14]>C1COCC1>[CH3:24][C:13]([CH3:12])([C:15]([CH:16]([N:18]1[CH:22]=[CH:21][N:20]=[CH:19]1)[CH3:17])([OH:23])[C:1]#[C:2][CH2:3][CH2:4][CH2:5][CH3:6])[CH3:14]. Reported procedure: To a stirred solution of hex-1-yne (0.61 g, 7.5 mmol) in dry THF (30 ml) was added n-butyl lithium (3 ml of 2.6M, 7.5 mmol) at -78° C. under a nitrogen atmosphere. After 15 minutes, a solution of 2,2-dimethyl-4-(1H-imidazol-1-yl)-pentan-3-one (1.26 g, 7 mmol) in dry THF (30 ml) was added dropwise. Upon complete addition the mixture was allowed to warm to room temperature and stirred for 18 hours. The reaction mixture was then poured onto ice and extracted with ether (2×250 ml). The ethereal solu...